Dataset: the Open Reaction Database (ORD), a public repository of structured organic reaction records. Task: describe an organic reaction: reactants, conditions, products, and yield Starting materials: FC=1C=C(CN2C(C(CC2)N2C[C@H]([C@@H](CC2)C2=CC=C(C=C2)O)O)=O)C=CC1C ((±)-rel-1-(3-fluoro-4-methylbenzyl)-3-((3S,4S)-3-hydroxy-4-(4-hydroxyphenyl)piperidin-1-yl)pyrrolidin-2-one), CCN(CC)S(F)(F)F (DAST). Solvent: C(Cl)Cl (DCM). Run at time 1 hour. The product is F[C@@H]1CN(CC[C@H]1C1=CC=C(C=C1)O)C1C(N(CC1)CC1=CC(=C(C=C1)C)F)=O ((±)-rel-3-((3S,4S)-3-fluoro-4-(4-hydroxyphenyl)piperidin-1-yl)-1-(3-fluoro-4-methylbenzyl)pyrrolidin-2-one). Yield: 7.8%. RXN SMILES: [F:1][C:2]1[CH:3]=[C:4]([CH:26]=[CH:27][C:28]=1[CH3:29])[CH2:5][N:6]1[CH2:10][CH2:9][CH:8]([N:11]2[CH2:16][CH2:15][C@@H:14]([C:17]3[CH:22]=[CH:21][C:20]([OH:23])=[CH:19][CH:18]=3)[C@H:13](O)[CH2:12]2)[C:7]1=[O:25].CCN(S(F)(F)[F:36])CC>C(Cl)Cl>[F:36][C@H:13]1[C@H:14]([C:17]2[CH:22]=[CH:21][C:20]([OH:23])=[CH:19][CH:18]=2)[CH2:15][CH2:16][N:11]([CH:8]2[CH2:9][CH2:10][N:6]([CH2:5][C:4]3[CH:26]=[CH:27][C:28]([CH3:29])=[C:2]([F:1])[CH:3]=3)[C:7]2=[O:25])[CH2:12]1. Procedure: To a solution of (±)-rel-1-(3-fluoro-4-methylbenzyl)-3-((3S,4S)-3-hydroxy-4-(4-hydroxyphenyl)piperidin-1-yl)pyrrolidin-2-one (280 mg, 0.7 mmol) in DCM (20 mL) was added DAST (0.5 mL, 3.5 mmol) and the reaction mixture was stirred under nitrogen for 1 h. The reaction was then quenched by the addition of 100 mL of a saturated sodium bicarbonate solution and the mixture was diluted with 100 mL of ethyl acetate. The organic layer was separated, dried over Na2SO4, filtered, and evaporated under reduc... Starting materials: CC(=O)N1CCC(=O)CC1, CCNC(=O)Nc1ccc(-c2nc3c(c(N4CCOCC4C)n2)CCNC3)cc1. The product is CCNC(=O)Nc1ccc(-c2nc3c(c(N4CCOCC4C)n2)CCN(C2CCN(C(C)=O)CC2)C3)cc1. RXN SMILES: [C:30]([CH3:31])(=[O:32])[N:33]1[CH2:34][CH2:35][C:36](=[O:39])[CH2:37][CH2:38]1.[CH2:1]([CH3:2])[NH:3][C:4](=[O:5])[NH:6][c:7]1[cH:8][cH:9][c:10](-[c:13]2[n:14][c:15]([N:23]3[CH:24]([CH3:29])[CH2:25][O:26][CH2:27][CH2:28]3)[c:16]3[c:17]([n:18]2)[CH2:19][NH:20][CH2:21][CH2:22]3)[cH:11][cH:12]1>>[CH2:1]([CH3:2])[NH:3][C:4](=[O:5])[NH:6][c:7]1[cH:8][cH:9][c:10](-[c:13]2[n:14][c:15]([N:23]3[CH:24]([CH3:29])[CH2:25][O:26][CH2:27][CH2:28]3)[c:16]3[c:17]([n:18]2)[CH2:19][N:20]([CH:36]2[CH2:35][CH2:34][N:33]([C:30]([CH3:31])=[O:32])[CH2:38][CH2:37]2)[CH2:21][CH2:22]3)[cH:11][cH:12]1. As a reaction SMILES: [CH3:30][c:31]1[cH:32][cH:33][cH:34][cH:35][cH:36]1.[N+:18](=[O:19])([O-:20])[c:21]1[cH:22][c:23]([C:24](=[O:25])[Cl:26])[cH:27][cH:28][cH:29]1.[NH2:1][c:2]1[c:3]([OH:4])[cH:5][cH:6][cH:7][c:8]1[C:9]([OH:10])=[O:11].[cH:12]1[cH:13][cH:14][n:15][cH:16][cH:17]1>>[NH:1]([c:2]1[c:3]([OH:4])[cH:5][cH:6][cH:7][c:8]1[C:9]([OH:10])=[O:11])[C:24]([c:23]1[cH:22][c:21]([N+:18](=[O:19])[O-:20])[cH:29][cH:28][cH:27]1)=[O:25]. The reactants are Cc1ccccc1, O=C(Cl)c1cccc([N+](=O)[O-])c1, Nc1c(O)cccc1C(=O)O, c1ccncc1. The product is O=C(Nc1c(O)cccc1C(=O)O)c1cccc([N+](=O)[O-])c1. The reactants are ClC=1C=CC(=C(C1)C1=CC(N(C=C1)C(C(=O)O)C)=O)C#N (2-[4-(5-chloro-2-cyanophenyl)-2-oxopyridin-1(2H)-yl]propanoic acid), NC1=CC=C2C(N(N(C2=C1)C(=O)OC(C)(C)C)C)=O (tert-butyl 6-amino-2-methyl-3-oxo-2,3-dihydro-1H-indazole-1-carboxylate). Product: ClC=1C=CC(=C(C1)C1=CC(N(C=C1)C(C(=O)NC1=CC=C2C(N(N(C2=C1)C(=O)OC(C)(C)C)C)=O)C)=O)C#N (tert-Butyl 6-({2-[4-(5-chloro-2-cyanophenyl)-2-oxopyridin-1(2H)-yl]propanoyl}amino)-2-methyl-3-oxo-2,3-dihydro-1H-indazole-1-carboxylate). As a reaction SMILES: [Cl:1][C:2]1[CH:3]=[CH:4][C:5]([C:20]#[N:21])=[C:6]([C:8]2[CH:13]=[CH:12][N:11]([CH:14]([CH3:18])[C:15]([OH:17])=O)[C:10](=[O:19])[CH:9]=2)[CH:7]=1.[NH2:22][C:23]1[CH:31]=[C:30]2[C:26]([C:27](=[O:40])[N:28]([CH3:39])[N:29]2[C:32]([O:34][C:35]([CH3:38])([CH3:37])[CH3:36])=[O:33])=[CH:25][CH:24]=1>>[Cl:1][C:2]1[CH:3]=[CH:4][C:5]([C:20]#[N:21])=[C:6]([C:8]2[CH:13]=[CH:12][N:11]([CH:14]([CH3:18])[C:15]([NH:22][C:23]3[CH:31]=[C:30]4[C:26]([C:27](=[O:40])[N:28]([CH3:39])[N:29]4[C:32]([O:34][C:35]([CH3:36])([CH3:37])[CH3:38])=[O:33])=[CH:25][CH:24]=3)=[O:17])[C:10](=[O:19])[CH:9]=2)[CH:7]=1. Reported procedure: 89 mg (purity 83%, 0.24 mmol) of 2-[4-(5-chloro-2-cyanophenyl)-2-oxopyridin-1(2H)-yl]propanoic acid (racemate) and 1.1 eq. of tert-butyl 6-amino-2-methyl-3-oxo-2,3-dihydro-1H-indazole-1-carboxylate were reacted according to General Method 5A. The crude product was purified by preparative HPLC (Reprosil C18, water/methanol gradient). Yield: 75 mg (56% of theory) The reactants are ClCl (chlorine), C21H21ClN4O2, CC=1C=C(C(=O)O)C=CC1C(=O)N1CCCC1 (3-methyl-4-(pyrrolidin-1-ylcarbonyl)benzoic acid), CN(C)C(=[N+](C)C)ON1C2=C(C=CC=C2)N=N1.[B-](F)(F)(F)F (TBTU), C(C)(C)N(CC)C(C)C (diisopropylethylamine), ClC1=CC2=C(NC(=N2)CN)C=C1 (C-(5-chloro-1H-benzimidazol-2-yl)methylamine). Solvent: ClCCl.C(C)O (dichloromethane ethanol), O1CCCC1 (tetrahydrofuran). Product: ClC1=CC2=C(NC(=N2)CNC(C2=CC(=C(C=C2)C(=O)N2CCCC2)C)=O)C=C1 (N-(5-chloro-1H-benzimidazol-2-yl)methyl-3-methyl-4-(pyrrolidin-1ylcarbonyl)benzamide). The yield is 99.0%. RXN SMILES: [CH3:1][C:2]1[CH:3]=[C:4]([CH:8]=[CH:9][C:10]=1[C:11]([N:13]1[CH2:17][CH2:16][CH2:15][CH2:14]1)=[O:12])[C:5]([OH:7])=O.CN(C(ON1N=NC2C=CC=CC1=2)=[N+](C)C)C.[B-](F)(F)(F)F.C(N(C(C)C)CC)(C)C.[Cl:49][C:50]1[CH:60]=[CH:59][C:53]2[NH:54][C:55]([CH2:57][NH2:58])=[N:56][C:52]=2[CH:51]=1.ClCl>O1CCCC1.ClCCl.C(O)C>[Cl:49][C:50]1[CH:60]=[CH:59][C:53]2[NH:54][C:55]([CH2:57][NH:58][C:5](=[O:7])[C:4]3[CH:8]=[CH:9][C:10]([C:11]([N:13]4[CH2:17][CH2:16][CH2:15][CH2:14]4)=[O:12])=[C:2]([CH3:1])[CH:3]=3)=[N:56][C:52]=2[CH:51]=1 |f:1.2,7.8|. Procedure: Prepared analogously to Example 1g from 3-methyl-4-(pyrrolidin-1-ylcarbonyl)benzoic acid, TBTU, diisopropylethylamine and C-(5-chloro-1H-benzimidazol-2-yl)methylamine in tetrahydrofuran. Yield: 99% (over 2 steps); Rf value: 0.77 (silica gel; dichloromethane/ethanol=4:1); C21H21ClN4O2 (396.88); mass spectrum: (M+H)+=397/399 (chlorine isotope).